describe an organic reaction: reactants, conditions, products, and yield From a dataset of the Open Reaction Database (ORD), a public repository of structured organic reaction records. The reactants are [H-].C(C(C)C)[Al+]CC(C)C (Diisobutyl aluminum hydride), 0.5h, C(C)=C(C(=O)OCC)CCC=C(C)C (ethyl 2-ethylidene-6-methyl-5-heptenoate). Run in C(Cl)Cl (methylene chloride), C(Cl)Cl (methylene chloride). Conditions: temperature 25 celsius, time 4 hour. The product is C(C)=C(CO)CCC=C(C)C (2-ethylidene-6-methyl5-hepten-1-ol). The yield is 79.4%. Reaction SMILES: [H-].C([Al+]CC(C)C)C(C)C.[CH:11](=[C:13]([CH2:19][CH2:20][CH:21]=[C:22]([CH3:24])[CH3:23])[C:14](OCC)=[O:15])[CH3:12]>C(Cl)Cl>[CH:11](=[C:13]([CH2:19][CH2:20][CH:21]=[C:22]([CH3:23])[CH3:24])[CH2:14][OH:15])[CH3:12] |f:0.1|. Procedure: Diisobutyl aluminum hydride (22.4 mL of a 1M methylene chloride solution) was added dropwise over a 0.5h period to a cold (-78° C.) solution of ethyl 2-ethylidene-6-methyl-5-heptenoate (2.00g, 0.0102 mol) in methylene chloride (20 mL). The cooling bath was removed and the mixture was stirred at 25° C. for 4h. The reaction mixture was added to a 2:1 mixture of ice and 6N hydrochloric acid (30 mL). The aqueous layer was extracted with methylene chloride (3×15 mL). The extracts were washed sequenti...